This data is from the Open Reaction Database (ORD), a public repository of structured organic reaction records. The task is: describe an organic reaction: reactants, conditions, products, and yield The reactants are BrC1=CC=C(C=C1)CC(C)C (1-bromo-4-isobutylbenzene), 5-formyl-2-furanoboronic, C([O-])([O-])=O.[Na+].[Na+] (sodium carbonate), C(C)O (ethanol), O (water), COCCOC (1,2-dimethoxyethane). The reagents and catalysts are C=1C=CC(=CC1)[P](C=2C=CC=CC2)(C=3C=CC=CC3)[Pd]([P](C=4C=CC=CC4)(C=5C=CC=CC5)C=6C=CC=CC6)([P](C=7C=CC=CC7)(C=8C=CC=CC8)C=9C=CC=CC9)[P](C=1C=CC=CC1)(C=1C=CC=CC1)C=1C=CC=CC1 (Tetrakis(triphenylphosphine)palladium(0)). Solvent: CCOCC (ether). Conditions: temperature 60 celsius, time 4 day. Product: C(C(C)C)C1=CC=C(C=C1)C1=CC=C(O1)C=O (5-(4-isobutyl-phenyl)-furan-2-carbaldehyde). Isolated yield 31.0%. RXN SMILES: Br[C:2]1[CH:7]=[CH:6][C:5]([CH2:8][CH:9]([CH3:11])[CH3:10])=[CH:4][CH:3]=1.C(=O)([O-])[O-].[Na+].[Na+].[CH2:18](O)[CH3:19].O.[CH3:22][O:23][CH2:24][CH2:25][O:26]C>CCOCC.C1C=CC([P]([Pd]([P](C2C=CC=CC=2)(C2C=CC=CC=2)C2C=CC=CC=2)([P](C2C=CC=CC=2)(C2C=CC=CC=2)C2C=CC=CC=2)[P](C2C=CC=CC=2)(C2C=CC=CC=2)C2C=CC=CC=2)(C2C=CC=CC=2)C2C=CC=CC=2)=CC=1>[CH2:8]([C:5]1[CH:6]=[CH:7][C:2]([C:22]2[O:23][C:24]([CH:25]=[O:26])=[CH:19][CH:18]=2)=[CH:3][CH:4]=1)[CH:9]([CH3:11])[CH3:10] |f:1.2.3,^1:36,38,57,76|. Reported procedure: A mixture of 1-bromo-4-isobutylbenzene (1.500 g, 7.04 mmol), 5-formyl-2-furanoboronic acid (1.477, 10.56 mmol) and sodium carbonate (3.134 g, 29.57 mmol) in a mixture of 1,2-dimethoxyethane (75 mL), ethanol (30 mL) and water (15 mL) was vigorously stirred and the reaction flask was purged with nitrogen. Tetrakis(triphenylphosphine)palladium(0) (0.404 g, 0.35 mmol) was added and the reaction mixture was heated at 60° C. for 3 h. The mixture was allowed to cool to room temperature and was left asi... Reactants: BrC1=CC(=C(C=C1OCC1=C(C(=CC=C1OC)F)F)[N+](=O)[O-])Cl (4-bromo-2-chloro-5-(2,3-difluoro-6-methoxybenzyloxy)-1-nitrobenzene), C(C=C)(=O)OCC (ethyl acrylate), CC1=C(C=CC=C1)P(C1=C(C=CC=C1)C)C1=C(C=CC=C1)C (tris(2-methylphenyl)phosphine), Cl (hydrochloric acid). The reagents and catalysts are C(C)(=O)[O-].[Pd+2].C(C)(=O)[O-] (palladium(II) acetate). Solvent: C(C)#N (acetonitrile), C(C)N(CC)CC (triethylamine). Product: ClC=1C(=CC(=C(C=CC(=O)OCC)C1)OCC1=C(C(=CC=C1OC)F)F)[N+](=O)[O-] (ethyl 5-chloro-2-(2,3-difluoro-6-methoxybenzyloxy)-4-nitrocinnamate). RXN SMILES: Br[C:2]1[C:7]([O:8][CH2:9][C:10]2[C:15]([O:16][CH3:17])=[CH:14][CH:13]=[C:12]([F:18])[C:11]=2[F:19])=[CH:6][C:5]([N+:20]([O-:22])=[O:21])=[C:4]([Cl:23])[CH:3]=1.[C:24]([O:28][CH2:29][CH3:30])(=[O:27])[CH:25]=[CH2:26].CC1C=CC=CC=1P(C1C=CC=CC=1C)C1C=CC=CC=1C.Cl>C(#N)C.C([O-])(=O)C.[Pd+2].C([O-])(=O)C.C(N(CC)CC)C>[Cl:23][C:4]1[C:5]([N+:20]([O-:22])=[O:21])=[CH:6][C:7]([O:8][CH2:9][C:10]2[C:15]([O:16][CH3:17])=[CH:14][CH:13]=[C:12]([F:18])[C:11]=2[F:19])=[C:2]([CH:3]=1)[CH:26]=[CH:25][C:24]([O:28][CH2:29][CH3:30])=[O:27] |f:5.6.7|. Reported procedure: A mixture of 4-bromo-2-chloro-5-(2,3-difluoro-6-methoxybenzyloxy)-1-nitrobenzene (3.06 g), ethyl acrylate (1.64 mL), palladium(II) acetate (84 mg), tris(2-methylphenyl)phosphine (0.23 g) and triethylamine (5.2 mL) in acetonitrile (30 mL) was heated at reflux overnight. The reaction mixture was cooled to room temperature, and poured into 1 mol/L hydrochloric acid, and the resulting mixture was extracted with ethyl acetate. The extract was washed with water and brine, and dried over anhydrous sodi... The reactants are S1C=C(C=C1)C=O (thiophene-3-carbaldehyde), C1(=CC=CC=C1)P(C1=CC=CC=C1)(C1=CC=CC=C1)=CC(=O)OCC (ethyl (triphenylphosphoranylidene)acetate). The solvent is C1CCOC1 (THF). Reaction conditions: time 8 hour. Product: S1C=C(C=C1)C=CC(=O)OCC (ethyl 3-(thiophen-3-yl)acrylate). The yield is 83.6%. Reaction SMILES: [S:1]1[CH:5]=[CH:4][C:3]([CH:6]=O)=[CH:2]1.C1(P(=[CH:27][C:28]([O:30][CH2:31][CH3:32])=[O:29])(C2C=CC=CC=2)C2C=CC=CC=2)C=CC=CC=1>C1COCC1>[S:1]1[CH:5]=[CH:4][C:3]([CH:6]=[CH:27][C:28]([O:30][CH2:31][CH3:32])=[O:29])=[CH:2]1. Procedure details: To a solution of thiophene-3-carbaldehyde (10 g, 89.3 mmol) in THF (500 mL) at 0° C. was added ethyl (triphenylphosphoranylidene)acetate (35 g, 100.5 mmol) in portions. After stirring overnight, the reaction mixture was concentrated and purified by column chromatography to give the title compound (13.6 g, 83%).